Dataset: the Open Reaction Database (ORD), a public repository of structured organic reaction records. Task: describe an organic reaction: reactants, conditions, products, and yield The reactants are CCCCCCCCCCCCCCCC(O)CC(N)O, CCCCCCCCCCCCCCCC(O)C(N)CO, CCCCCCCCC(O)C(=O)OC. Product: CCCCCCCCCCCCCCCC(O)C(CO)NC(=O)C(O)CCCCCCCC. As a reaction SMILES: [NH2:1][CH:2]([OH:3])[CH2:4][CH:5]([OH:6])[CH2:7][CH2:8][CH2:9][CH2:10][CH2:11][CH2:12][CH2:13][CH2:14][CH2:15][CH2:16][CH2:17][CH2:18][CH2:19][CH2:20][CH3:21].[NH2:36][CH:37]([CH2:38][OH:39])[CH:40]([CH2:41][CH2:42][CH2:43][CH2:44][CH2:45][CH2:46][CH2:47][CH2:48][CH2:49][CH2:50][CH2:51][CH2:52][CH2:53][CH2:54][CH3:55])[OH:56].[OH:22][CH:23]([C:24]([O:26][CH3:25])=[O:27])[CH2:28][CH2:29][CH2:30][CH2:31][CH2:32][CH2:33][CH2:34][CH3:35]>>[OH:22][CH:23]([C:24](=[O:26])[NH:36][CH:37]([CH2:38][OH:39])[CH:40]([CH2:41][CH2:42][CH2:43][CH2:44][CH2:45][CH2:46][CH2:47][CH2:48][CH2:49][CH2:50][CH2:51][CH2:52][CH2:53][CH2:54][CH3:55])[OH:56])[CH2:28][CH2:29][CH2:30][CH2:31][CH2:32][CH2:33][CH2:34][CH3:35]. Reactants: C=Cc1ccc(OC(C)=O)cc1, O=C(Cl)C(Cl)(Cl)Cl. Product: C=Cc1ccc(OC(=O)C(Cl)(Cl)Cl)cc1. As a reaction SMILES: [C:1](=[O:2])([CH3:3])[O:4][c:5]1[cH:6][cH:7][c:8]([CH:9]=[CH2:10])[cH:11][cH:12]1.[Cl:13][C:14]([C:15](=[O:16])[Cl:17])([Cl:18])[Cl:19]>>[O:4]([c:5]1[cH:6][cH:7][c:8]([CH:9]=[CH2:10])[cH:11][cH:12]1)[C:15]([C:14]([Cl:13])([Cl:18])[Cl:19])=[O:16]. Reactants: ClC=1C=C(C=CC1C(F)(F)F)C1=NC=2N(C(=C1)C(F)(F)F)N=CC2C(=O)O (5-(3-chloro-4-trifluoromethyl-phenyl)-7-trifluoromethyl-pyrazolo[1,5-a]pyrimidine-3-carboxylic acid), NC=1C=C(C=CC1)S(=O)(=O)NC(CO)(C)C (3-amino-N-(2-hydroxy-1,1-dimethyl-ethyl)-benzenesulfonamide). Product: OCC(C)(C)NS(=O)(=O)C=1C=C(C=CC1)NC(=O)C=1C=NN2C1N=C(C=C2C(F)(F)F)C2=CC(=C(C=C2)C(F)(F)F)Cl (5-(3-Chloro-4-trifluoromethyl-phenyl)-7-trifluoromethyl-pyrazolo[1,5-a]pyrimidine-3-carboxylic acid[3-(2-hydroxy-1,1-dimethyl-ethylsulfamoyl)-phenyl]-amide). Reaction SMILES: [Cl:1][C:2]1[CH:3]=[C:4]([C:12]2[CH:17]=[C:16]([C:18]([F:21])([F:20])[F:19])[N:15]3[N:22]=[CH:23][C:24]([C:25]([OH:27])=O)=[C:14]3[N:13]=2)[CH:5]=[CH:6][C:7]=1[C:8]([F:11])([F:10])[F:9].[NH2:28][C:29]1[CH:30]=[C:31]([S:35]([NH:38][C:39]([CH3:43])([CH3:42])[CH2:40][OH:41])(=[O:37])=[O:36])[CH:32]=[CH:33][CH:34]=1>>[OH:41][CH2:40][C:39]([NH:38][S:35]([C:31]1[CH:30]=[C:29]([NH:28][C:25]([C:24]2[CH:23]=[N:22][N:15]3[C:16]([C:18]([F:21])([F:19])[F:20])=[CH:17][C:12]([C:4]4[CH:5]=[CH:6][C:7]([C:8]([F:10])([F:9])[F:11])=[C:2]([Cl:1])[CH:3]=4)=[N:13][C:14]=23)=[O:27])[CH:34]=[CH:33][CH:32]=1)(=[O:37])=[O:36])([CH3:43])[CH3:42]. Reported procedure: The title compound was prepared from 5-(3-chloro-4-trifluoromethyl-phenyl)-7-trifluoromethyl-pyrazolo[1,5-a]pyrimidine-3-carboxylic acid (example C.17) and 3-amino-N-(2-hydroxy-1,1-dimethyl-ethyl)-benzenesulfonamide (example B.8) according to general procedure II. Yellow solid. MS (ISP) 634.0 [(M−H−]; mp 251° C. Starting materials: CS(=O)(=O)C1=CC(=CC=C1)Br (3-bromophenyl methyl sulfone), C[Si](C)(C)[N-][Si](C)(C)C.[Li+] (lithium bis(trimethylsilyl)amide), C1CCOC1 (THF), C(C=C)Br (allyl bromide), C1CCOC1 (THF). Reaction conditions: time 1.5 hour. Yields the product C(C=C)C(CC=C)S(=O)(=O)C1=CC(=CC=C1)Br (1-[(1-Allylbut-3-enyl)sulfonyl]-3-bromobenzene). As a reaction SMILES: [CH3:1][S:2]([C:5]1[CH:10]=[CH:9][CH:8]=[C:7]([Br:11])[CH:6]=1)(=[O:4])=[O:3].C[Si]([N-][Si](C)(C)C)(C)C.[Li+].[CH2:22](Br)[CH:23]=[CH2:24].[CH2:26]1[CH2:30]OC[CH2:27]1>>[CH2:22]([CH:1]([S:2]([C:5]1[CH:10]=[CH:9][CH:8]=[C:7]([Br:11])[CH:6]=1)(=[O:4])=[O:3])[CH2:30][CH:26]=[CH2:27])[CH:23]=[CH2:24] |f:1.2|. Procedure details: To a stirred solution of 3-bromophenyl methyl sulfone (Tet. Left. 1994, 35, 9063; 4.74 g) in THF (200 ml) at −78° under nitrogen was added a solution of lithium bis(trimethylsilyl)amide (19 ml, 1.06M in THF) dropwise. The mixture was stirred for 25 min before a solution of allyl bromide (2.44 g) in THF (10 ml) was added. The mixture was allowed to stir at −78° for 1.5 h then quenched with an aqueous solution of ammonium chloride. The product was extracted with EtOAc, and the organic phase washed... Starting materials: CO, COC(=O)c1ccc2c(-c3ccccc3Cl)nn(C(C)C)c2c1, Cl, [Na+], C1CCOC1, [OH-]. Yields the product CC(C)n1nc(-c2ccccc2Cl)c2ccc(C(=O)O)cc21. Reaction SMILES: [CH3:27][OH:28].[Cl:1][c:2]1[c:3](-[c:8]2[n:9][n:10]([CH:21]([CH3:22])[CH3:23])[c:11]3[cH:12][c:13]([C:17](=[O:18])[O:19][CH3:20])[cH:14][cH:15][c:16]23)[cH:4][cH:5][cH:6][cH:7]1.[ClH:26].[Na+:25].[O:29]1[CH2:30][CH2:31][CH2:32][CH2:33]1.[OH-:24]>>[Cl:1][c:2]1[c:3](-[c:8]2[n:9][n:10]([CH:21]([CH3:22])[CH3:23])[c:11]3[cH:12][c:13]([C:17](=[O:18])[OH:19])[cH:14][cH:15][c:16]23)[cH:4][cH:5][cH:6][cH:7]1. Starting materials: C([O-])(O)=O.[Na+] (sodium bicarbonate), COC(CCC1=CC=C(C=C1)N(S(=O)(=O)C1=C(C=C(C=C1C)C)C)CC1=CC(=CC=C1)OC1OCCCC1)=O (3-{4-[[3-(tetrahydro-pyran-2-yloxy)-benzyl]-(2,4,6-trimethyl-benzenesulfonyl)-amino]-phenyl}-propionic acid methyl ester), Cl (HCl), solution, C(C)[SiH](CC)CC (triethylsilane). Solvent: CO (methanol), O1CCCC1 (tetrahydrofuran), O1CCOCC1 (1,4-dioxane). Run at time 24 hour. Product: COC(CCC1=CC=C(C=C1)N(S(=O)(=O)C1=C(C=C(C=C1C)C)C)CC1=CC(=CC=C1)O)=O (3-{4-[(3-hydroxy-benzyl)-(2,4,6-trimethyl-benzenesulfonyl)-amino]-phenyl}-propionic acid methyl ester). Reaction SMILES: [CH3:1][O:2][C:3](=[O:39])[CH2:4][CH2:5][C:6]1[CH:11]=[CH:10][C:9]([N:12]([CH2:25][C:26]2[CH:31]=[CH:30][CH:29]=[C:28]([O:32]C3CCCCO3)[CH:27]=2)[S:13]([C:16]2[C:21]([CH3:22])=[CH:20][C:19]([CH3:23])=[CH:18][C:17]=2[CH3:24])(=[O:15])=[O:14])=[CH:8][CH:7]=1.Cl.C([SiH](CC)CC)C.C(=O)(O)[O-].[Na+]>CO.O1CCCC1.O1CCOCC1>[CH3:1][O:2][C:3](=[O:39])[CH2:4][CH2:5][C:6]1[CH:11]=[CH:10][C:9]([N:12]([CH2:25][C:26]2[CH:31]=[CH:30][CH:29]=[C:28]([OH:32])[CH:27]=2)[S:13]([C:16]2[C:17]([CH3:24])=[CH:18][C:19]([CH3:23])=[CH:20][C:21]=2[CH3:22])(=[O:15])=[O:14])=[CH:8][CH:7]=1 |f:3.4|. Procedure: To a solution of 3-{4-[[3-(tetrahydro-pyran-2-yloxy)-benzyl]-(2,4,6-trimethyl-benzenesulfonyl)-amino]-phenyl}-propionic acid methyl ester in 0.5 mL methanol and 0.3 mL tetrahydrofuran was added HCl (0.52 mL of a 4.0M solution in 1,4-dioxane, 2.09 mmol) and triethylsilane (0.134 mL, 0.84 mmol). The reaction mixture was stirred at room temperature for 24 hr. Saturated aqueous sodium bicarbonate was added and the aqueous solution was washed with methylene chloride. The organic layer was separated, ... Reactants: CCN(CC)P1(=NC(C)(C)C)N(C)CCCN1C, COc1cccc(-c2nc3ncc(-c4ccccc4)cc3[nH]2)c1, CN(C)C=O, Cl, ClCc1cccnc1. Yields the product COc1cccc(-c2nc3ncc(-c4ccccc4)cc3n2Cc2cccnc2)c1. As a reaction SMILES: [C:24]([N:25]=[P:26]1([N:27]([CH2:28][CH3:29])[CH2:30][CH3:31])[N:32]([CH3:33])[CH2:34][CH2:35][CH2:36][N:37]1[CH3:38])([CH3:39])([CH3:40])[CH3:41].[CH3:1][O:2][c:3]1[cH:4][c:5](-[c:9]2[nH:10][c:11]3[c:12]([n:13][cH:14][c:15](-[c:17]4[cH:18][cH:19][cH:20][cH:21][cH:22]4)[cH:16]3)[n:23]2)[cH:6][cH:7][cH:8]1.[CH:51]([N:52]([CH3:53])[CH3:54])=[O:55].[ClH:42].[n:43]1[cH:44][c:45]([CH2:49][Cl:50])[cH:46][cH:47][cH:48]1>>[CH3:1][O:2][c:3]1[cH:4][c:5](-[c:9]2[n:10]([CH2:49][c:45]3[cH:44][n:43][cH:48][cH:47][cH:46]3)[c:11]3[c:12]([n:13][cH:14][c:15](-[c:17]4[cH:18][cH:19][cH:20][cH:21][cH:22]4)[cH:16]3)[n:23]2)[cH:6][cH:7][cH:8]1. Reactants: ClC1=C(C#N)C=CC(=C1)OCC1=C(N=C(S1)C1=CC=C(C=C1)C(F)(F)F)COC1OCCCC1 (2-Chloro-4-[4-(tetrahydro-pyran-2-yloxymethyl)-2-(4-trifluoromethyl-phenyl)-thiazol-5-ylmethoxy]-benzonitrile), O.C1(=CC=C(C=C1)S(=O)(=O)O)C (p-toluenesulfonic acid monohydrate). Run in CO (methanol). Run at time 1 hour. The product is ClC1=C(C#N)C=CC(=C1)OCC1=C(N=C(S1)C1=CC=C(C=C1)C(F)(F)F)CO (2-Chloro-4-[4-hydroxymethyl-2-(4-trifluoromethyl-phenyl)-thiazol-5-ylmethoxy]-benzonitrile). Yield: 99.3%. Reaction SMILES: [Cl:1][C:2]1[CH:9]=[C:8]([O:10][CH2:11][C:12]2[S:16][C:15]([C:17]3[CH:22]=[CH:21][C:20]([C:23]([F:26])([F:25])[F:24])=[CH:19][CH:18]=3)=[N:14][C:13]=2[CH2:27][O:28]C2CCCCO2)[CH:7]=[CH:6][C:3]=1[C:4]#[N:5].O.C1(C)C=CC(S(O)(=O)=O)=CC=1>CO>[Cl:1][C:2]1[CH:9]=[C:8]([O:10][CH2:11][C:12]2[S:16][C:15]([C:17]3[CH:22]=[CH:21][C:20]([C:23]([F:24])([F:26])[F:25])=[CH:19][CH:18]=3)=[N:14][C:13]=2[CH2:27][OH:28])[CH:7]=[CH:6][C:3]=1[C:4]#[N:5] |f:1.2|. Procedure details: 4.1 g 2-Chloro-4-[4-(tetrahydro-pyran-2-yloxymethyl)-2-(4-trifluoromethyl-phenyl)-thiazol-5-ylmethoxy]-benzonitrile were dissolved in 50 ml methanol. 320 mg p-toluenesulfonic acid monohydrate were added and the mixture was stirred for one hour at room temperature. The solvent was removed in vacuo and the residue was dissolved in ethylacetate and washed twice with saturated NaHCO3 solution and brine then dried over MgSO4. The solvent was removed in vacuo to obtain 3.4 g 2-Chloro-4-[4-hydroxymethy... The reactants are COP(OC)(=O)C(CC\C=C(\CC\C=C(\CCC=C(C)C)/C)/C)O (dimethyl[1-hydroxy-(E,E)-5,9,13-trimethyl-4,8,12-tetradecatrienyl]-phosphonate), N1=C(C=C(C=C1C)C)C (2,4,6-collidine), C[Si](C)(C)Br (trimethylsilyl bromide). Run in C1(=CC=CC=C1)C (toluene), ClCCl (dichloromethane). Conditions: temperature 0 celsius, time 30 minute. Yields the product OC(CC\C=C(\CC\C=C(\CCC=C(C)C)/C)/C)P(O)(O)=O ((1-Hydroxy-(E,E)-5,9,13-trimethyl-4,8,12-tetradecatrienyl]phosphonic acid). RXN SMILES: C[O:2][P:3]([CH:7]([OH:24])[CH2:8][CH2:9]/[CH:10]=[C:11](\[CH3:23])/[CH2:12][CH2:13]/[CH:14]=[C:15](\[CH3:22])/[CH2:16][CH2:17][CH:18]=[C:19]([CH3:21])[CH3:20])(=[O:6])[O:4]C.N1C(C)=CC(C)=CC=1C.C[Si](Br)(C)C>ClCCl.C1(C)C=CC=CC=1>[OH:24][CH:7]([P:3](=[O:2])([OH:6])[OH:4])[CH2:8][CH2:9]/[CH:10]=[C:11](\[CH3:23])/[CH2:12][CH2:13]/[CH:14]=[C:15](\[CH3:22])/[CH2:16][CH2:17][CH:18]=[C:19]([CH3:20])[CH3:21]. Procedure details: To a stirred solution of dimethyl[1-hydroxy-(E,E)-5,9,13-trimethyl-4,8,12-tetradecatrienyl]-phosphonate (98 mg, 0.253 mmol) and 2,4,6-collidine (0.134 ml, 1.014 mmol) in dichloromethane (3 ml) under argon at 0° C., was added trimethylsilyl bromide (0.134 ml, 1.013 mmol) and the resulting mixture stirred at 0° C. for 30 min. and then at r.t. for 5 hr. The resulting white suspension was diluted with toluene (10 ml) and the solvent evaporated in vacuo, the resulting white solid was dissolved in eth... Starting materials: COC=1C=C(C2=NC3=CC=CC(=C3N=C2C1)OC)C (3.6-dimethoxy-1-methylphenazine), [Cl-].[Cl-].[Cl-].[Al+3] (aluminum trichloride), C1=CC=CC=C1 (benzene). The solvent is C1(=CC=CC=C1)C.CC(=O)C (toluene acetone). Product: CC1=C2N=C3C=CC=C(C3=NC2=CC(=C1)O)O (6-Methyl-1,8-phenazinediol). Isolated yield 84.0%. RXN SMILES: C[O:2][C:3]1[CH:4]=[C:5]([CH3:19])[C:6]2[C:15]([CH:16]=1)=[N:14][C:13]1[C:8](=[CH:9][CH:10]=[CH:11][C:12]=1[O:17]C)[N:7]=2.[Cl-].[Cl-].[Cl-].[Al+3].C1C=CC=CC=1>C1(C)C=CC=CC=1.CC(C)=O>[CH3:19][C:5]1[CH:4]=[C:3]([OH:2])[CH:16]=[C:15]2[C:6]=1[N:7]=[C:8]1[C:13](=[N:14]2)[C:12]([OH:17])=[CH:11][CH:10]=[CH:9]1 |f:1.2.3.4,6.7|. Procedure: A magnetically stirred mixture of 0.509 g (2 mmol) of 3.6-dimethoxy-1-methylphenazine, 1.0 g of aluminum trichloride (7.5 mmol), and 20 ml of benzene was heated at reflux for 18 hours. The mixture was cooled to room temperature and the solvent was removed on a rotary evaporator. The residue was treated with crushed ice and the resulting mixture was taken up in 1N sodium hydroxide and washed with dichloromethane. The combined dichloromethane layers were back-extracted with 1N sodium hydroxide and...